From a dataset of the Open Reaction Database (ORD), a public repository of structured organic reaction records. describe an organic reaction: reactants, conditions, products, and yield Starting materials: [H][H] (hydrogen), 39.7, ClC1=CC(=C(C=C1Cl)NCCCO)[N+](=O)[O-] (3-[(4,5-dichloro-2-nitrophenyl)amino]-1-propanol). Reagents/catalysts: [Ni] (Raney-nickel). Run in CO (methanol). Product: 31.5, Cl.NC1=C(C=C(C(=C1)Cl)Cl)NCCCO (3-[(2-amino-4,5-dichlorophenyl)amino]-1-propanol hydrochloride). RXN SMILES: [Cl:1][C:2]1[C:7]([Cl:8])=[CH:6][C:5]([NH:9][CH2:10][CH2:11][CH2:12][OH:13])=[C:4]([N+:14]([O-])=O)[CH:3]=1.[H][H]>[Ni].CO>[ClH:1].[NH2:14][C:4]1[CH:3]=[C:2]([Cl:1])[C:7]([Cl:8])=[CH:6][C:5]=1[NH:9][CH2:10][CH2:11][CH2:12][OH:13] |f:4.5|. Procedure details: A mixture of 39.7 parts of 3-[(4,5-dichloro-2-nitrophenyl)amino]-1-propanol and 400 parts of methanol is hydrogenated at normal pressure and at room temperature with 5 parts of Raney-nickel catalyst. After the calculated amount of hydrogen is taken up, the catalyst is filtered off. The filtrate is acidified with 24 parts of a hydrochloric acid solution while stirring. The solvent is evaporated and the solid residue is stirred in 2-propanol. The product is filtered off and dried in vacuo, yieldin... Reactants: O1CCN(CC1)CC1=CC=C(C#N)C=C1 (4-(morpholinomethyl)benzonitrile), C(C)OCC (ethyl ether), C1(=CC=CC=C1)C (toluene), Cl (HCl). Solvent: C[Mg]Br (methyl magnesium bromide). Reaction conditions: temperature 0 celsius, time 12 minute. Product: O1CCN(CC1)CC1=CC=C(C=C1)C(C)=O (1-[4-(morpholinomethyl)phenyl]ethanone). The yield is 70.0%. As a reaction SMILES: [O:1]1[CH2:6][CH2:5][N:4](CC2C=CC(C#N)=CC=2)[CH2:3][CH2:2]1.[CH2:16]([O:18]CC)[CH3:17].Cl.[C:22]1([CH3:28])[CH:27]=[CH:26][CH:25]=[CH:24][CH:23]=1>C[Mg]Br>[O:1]1[CH2:2][CH2:3][N:4]([CH2:28][C:22]2[CH:27]=[CH:26][C:25]([C:16](=[O:18])[CH3:17])=[CH:24][CH:23]=2)[CH2:5][CH2:6]1. Procedure: To a stirred suspension of 4-(morpholinomethyl)benzonitrile (preparation 5) (1.00 g, 5 mmol) in toluene (19 ml), 3M methyl magnesium bromide in ethyl ether (5 ml, 15 mmol) was added at room temperature under argon. The resulting suspension was refluxed for 4 h, allowed to reach room temperature and then cooled down to 0° C., acidified with 10% HCl and then heated to reflux for 1 h. The two phases were separated and the aqueous phase rinsed with ethyl acetate, then brought to pH 10 with NH4OH and... Reactants: CC1CNCC(C)O1, Cc1ccc(-c2oncc2C(=O)O)cc1. The product is Cc1ccc(-c2oncc2C(=O)N2CC(C)OC(C)C2)cc1. Reaction SMILES: [CH3:16][CH:17]1[O:18][CH:19]([CH3:23])[CH2:20][NH:21][CH2:22]1.[CH3:1][c:2]1[cH:3][cH:4][c:5](-[c:8]2[c:9]([C:13](=[O:14])[OH:15])[cH:10][n:11][o:12]2)[cH:6][cH:7]1>>[CH3:1][c:2]1[cH:3][cH:4][c:5](-[c:8]2[c:9]([C:13](=[O:15])[N:21]3[CH2:20][CH:19]([CH3:23])[O:18][CH:17]([CH3:16])[CH2:22]3)[cH:10][n:11][o:12]2)[cH:6][cH:7]1. Reactants: CC1(C23CC4CC(CC(C4)C2)C3)OC(=O)C(CBr)O1, CC(C)OC(C)C. Product: C=C1OC(C)(C23CC4CC(CC(C4)C2)C3)OC1=O. RXN SMILES: [Br:1][CH2:2][CH:3]1[C:4](=[O:19])[O:5][C:6]([CH3:8])([C:9]23[CH2:10][CH:11]4[CH2:12][CH:13]([CH2:14][CH:15]([CH2:16]2)[CH2:17]4)[CH2:18]3)[O:7]1.[CH:20]([O:21][CH:22]([CH3:23])[CH3:24])([CH3:25])[CH3:26]>>[CH2:2]=[C:3]1[C:4](=[O:19])[O:5][C:6]([CH3:8])([C:9]23[CH2:10][CH:11]4[CH2:12][CH:13]([CH2:14][CH:15]([CH2:16]2)[CH2:17]4)[CH2:18]3)[O:7]1.